This data is from the Open Reaction Database (ORD), a public repository of structured organic reaction records. The task is: describe an organic reaction: reactants, conditions, products, and yield The reactants are OCCCSC1=CC=CC=2N1C=CN2 (5-[3-(hydroxy)propylthio]imidazo[1,2-a]pyridine), [H-].[Na+] (sodium hydride), oil, CI (methyl iodide), O (water). The solvent is O1CCCC1 (tetrahydrofuran). Yields the product COCCCSC1=CC=CC=2N1C=CN2 (5-[3-(methoxy)propylthio]imidazo[1,2-a]pyridine). Yield: 35.9%. Reaction SMILES: [OH:1][CH2:2][CH2:3][CH2:4][S:5][C:6]1[N:11]2[CH:12]=[CH:13][N:14]=[C:10]2[CH:9]=[CH:8][CH:7]=1.[H-].[Na+].[CH3:17]I.O>O1CCCC1>[CH3:17][O:1][CH2:2][CH2:3][CH2:4][S:5][C:6]1[N:11]2[CH:12]=[CH:13][N:14]=[C:10]2[CH:9]=[CH:8][CH:7]=1 |f:1.2|. Procedure details: To a solution of 5-[3-(hydroxy)propylthio]imidazo[1,2-a]pyridine (803 mg, 3.86 mmoles) in tetrahydrofuran (30 ml) was added 60% sodium hydride in oil (0.19 g, 4.6 mmoles) with stirring under ice-cooling and the mixture was further stirred under ice-cooling for 30 minutes. To the reaction mixture was added methyl iodide (0.36 ml, 5.8 mmoles), followed by stirring at room temperature overnight. The reaction mixture was poured into water, which was extracted with methylene chloride (30 ml×3). The m... The reactants are NC1=NC(=NC=C1C(=O)C1=C(C(=CC=C1OC)F)F)N[C@@H]1CC[C@H](CC1)N (Trans-[4-Amino-2-(4-amino-cyclohexylamino)-pyrimidin-5-yl]-(2,3-difluoro-6-methoxy-phenyl)-methanone), C([O-])([O-])=O.[Na+].[Na+] (sodium carbonate), BrCCCCBr (1,4-dibromobutane). Run in C(C)O (ethanol). The product is NC1=NC(=NC=C1C(=O)C1=C(C(=CC=C1OC)F)F)N[C@@H]1CC[C@H](CC1)N1CCCC1 (Trans-[4-Amino-2-(4-pyrrolidin-1-yl-cyclohexylamino)-pyrimidin-5-yl]-(2,3-difluoro-6-methoxy-phenyl)-methanone). Reaction SMILES: [NH2:1][C:2]1[C:7]([C:8]([C:10]2[C:15]([O:16][CH3:17])=[CH:14][CH:13]=[C:12]([F:18])[C:11]=2[F:19])=[O:9])=[CH:6][N:5]=[C:4]([NH:20][C@H:21]2[CH2:26][CH2:25][C@H:24]([NH2:27])[CH2:23][CH2:22]2)[N:3]=1.C(=O)([O-])[O-].[Na+].[Na+].Br[CH2:35][CH2:36][CH2:37][CH2:38]Br>C(O)C>[NH2:1][C:2]1[C:7]([C:8]([C:10]2[C:15]([O:16][CH3:17])=[CH:14][CH:13]=[C:12]([F:18])[C:11]=2[F:19])=[O:9])=[CH:6][N:5]=[C:4]([NH:20][C@H:21]2[CH2:26][CH2:25][C@H:24]([N:27]3[CH2:38][CH2:37][CH2:36][CH2:35]3)[CH2:23][CH2:22]2)[N:3]=1 |f:1.2.3|. Reported procedure: To a stirred solution of trans-[4-amino-2-(4-amino-cyclohexylamino)-pyrimidin-5-yl]-(2,3-difluoro-6-methoxy-phenyl)-methanone (64 mg, 0.16 mmol, Example 120) and sodium carbonate (0.49 mmol, 52 mg) in ethanol (3 mL), 1,4-dibromobutane (22 uL, 0.16 mmol, Aldrich) was added and the mixture was stirred at reflux for 3 days. The solvent was removed under reduced pressure and the residue was purified by reversed phase HPLC to give a white solid. 30 mg, 43%. MS (ES) MH+=432. The reactants are CN(C)C=O, OCc1cc2cnc3cccc(s1)n23. The product is O=Cc1cc2cnc3cccc(s1)n23. As a reaction SMILES: [CH3:15][N:16]([CH3:17])[CH:18]=[O:19].[n:1]1[cH:2][c:3]2[cH:4][c:5]([CH2:13][OH:14])[s:6][c:7]3[cH:8][cH:9][cH:10][c:11]1[n:12]23>>[n:1]1[cH:2][c:3]2[cH:4][c:5]([CH:13]=[O:14])[s:6][c:7]3[cH:8][cH:9][cH:10][c:11]1[n:12]23. The reactants are C(C1=CC=CC=C1)(=O)NC(CC#C)C(C)=O (4-benzoylamino-1-hexyn-5-one). Run in FC(C(=O)OC(C(F)(F)F)=O)(F)F (trifluoroacetic anhydride), FC(C(=O)O)(F)F (trifluoroacetic acid). The product is CC1=C(N=C(O1)C1=CC=CC=C1)CC#C (5-Methyl-2-phenyl-4-(2-propynyl)oxazole). The yield is 101.4%. Reaction SMILES: [C:1]([NH:9][CH:10]([C:14](=[O:16])[CH3:15])[CH2:11][C:12]#[CH:13])(=O)[C:2]1[CH:7]=[CH:6][CH:5]=[CH:4][CH:3]=1>FC(F)(F)C(OC(=O)C(F)(F)F)=O.FC(F)(F)C(O)=O>[CH3:15][C:14]1[O:16][C:1]([C:2]2[CH:3]=[CH:4][CH:5]=[CH:6][CH:7]=2)=[N:9][C:10]=1[CH2:11][C:12]#[CH:13]. Procedure details: A solution of 4-benzoylamino-1-hexyn-5-one (30 g, 0.14 mol) in trifluoroacetic anhydride (100 ml) and trifluoroacetic acid (200 ml) was heated to 35°-40° C. for 6 hours. The solution was concentrated and the residue taken up in ethyl acetate (400 ml). To this solution was added saturated sodium bicarbonate solution 400 ml) followed by solid sodium bicarbonate until the water layer became neutral. The layers were separated, the organic layer was washed with brine, dried over magnesium sulfate and... The yield is 94.3%. Run in O1CCOCC1 (dioxane). The product is BrC1=CC(OC2=C1C=C(C=C2)C(F)(F)F)(CF)CF (4-bromo-2,2-bis(fluoromethyl)-6-trifluoromethyl-2H-1-benzopyran). Reported procedure: A mixture of 3,4-dibromo-2,2-bis(fluoromethyl)-6-trifluoromethyl-3,4-dihydro-2H-1-benzopyran (10.72 g), a 2 N aqueous solution of sodium hydroxide (60 ml) and dioxane (100 ml) was stirred at room temperature for 2 hours. To the reaction mixture, 2 N HCl was added, followed by extraction with ethyl acetate; the resulting orgnaic layers were combined, washed with a saturated aqueous solution of sodium chloride, dried with anhydrous sodium sulfate and concentrated under reduced pressure; the result... As a reaction SMILES: Br[CH:2]1[CH:7]([Br:8])[C:6]2[CH:9]=[C:10]([C:13]([F:16])([F:15])[F:14])[CH:11]=[CH:12][C:5]=2[O:4][C:3]1([CH2:19][F:20])[CH2:17][F:18].[OH-].[Na+].Cl>O1CCOCC1>[Br:8][C:7]1[C:6]2[CH:9]=[C:10]([C:13]([F:16])([F:15])[F:14])[CH:11]=[CH:12][C:5]=2[O:4][C:3]([CH2:17][F:18])([CH2:19][F:20])[CH:2]=1 |f:1.2|. The reactants are aqueous solution, [OH-].[Na+] (sodium hydroxide), BrC1C(OC2=C(C1Br)C=C(C=C2)C(F)(F)F)(CF)CF (3,4-dibromo-2,2-bis(fluoromethyl)-6-trifluoromethyl-3,4-dihydro-2H-1-benzopyran), Cl (HCl). RXN SMILES: [NH2:1][CH2:2][CH2:3][N:4]1[CH2:9][CH2:8][N:7]([C:10]2[CH:15]=[CH:14][CH:13]=[CH:12][C:11]=2[O:16][CH3:17])[CH2:6][CH2:5]1.Cl[C:19]1[CH:28]=[CH:27][C:26]2[C:21](=[CH:22][CH:23]=[CH:24][CH:25]=2)[N:20]=1>Cl>[N:20]1[C:21]2[C:26](=[CH:25][CH:24]=[CH:23][CH:22]=2)[CH:27]=[CH:28][C:19]=1[NH:1][CH2:2][CH2:3][N:4]1[CH2:5][CH2:6][N:7]([C:10]2[CH:15]=[CH:14][CH:13]=[CH:12][C:11]=2[O:16][CH3:17])[CH2:8][CH2:9]1. Yields the product N1=C(C=CC2=CC=CC=C12)NCCN1CCN(CC1)C1=C(C=CC=C1)OC (1-(2-(2-Quinolinylamino)ethyl)-4-(2-methoxyphenyl)piperazine). The reactants are NCCN1CCN(CC1)C1=C(C=CC=C1)OC (1-(2-aminoethyl)-4-(2-methoxyphenyl)piperazine), ClC1=NC2=CC=CC=C2C=C1 (2-chloroquinoline). Run at time 18 hour. The yield is 12.4%. Reported procedure: 1-(2-aminoethyl)-4-(2-methoxyphenyl)piperazine (9.4 g, 40 mmol) and 2-chloroquinoline (6.5 g, 40 mmol) were heated at 160° C. for 3 h, then at 120° C. for 18 h in a sealed vessel. The resultant brown tar was taken up into dilute hydrochloric acid (300 ml), washed with dichloromethane (3×100 ml) basified with sodium hydroxide, extracted into dichloromethane (3×100 ml), dried (MgSO4) then evaporated in vacuo to give a brown oil. The oil was purified by chromatography [alumina; ethyl acetate-toluen... The solvent is Cl (hydrochloric acid). Reactants: C(#N)C1=CC=C2C(N(C=NC2=C1)[C@@H]([C@@](CN1N=CN=C1)(O)C1=C(C=C(C=C1)F)F)C)=O ((1R,2R)-7-cyano-3-[2-(2,4-difluorophenyl)-2-hydroxy-1-methyl-3-(1H-1,2,4-triazol-1-yl)propyl]quinazolin-4(3H)-one), S(=O)(=O)(N)N (sulfamide). The solvent is CO (MeOH), C(Cl)(Cl)Cl (CHCl3). Run at time 8 hour. Product: NC(=O)C1=CC=C2C(N(C=NC2=C1)[C@@H]([C@@](CN1N=CN=C1)(O)C1=C(C=C(C=C1)F)F)C)=O ((1R,2R)-7-Aminocarbonyl-3-[2-(2,4-difluorophenyl)-2-hydroxy-1-methyl-3-(1H-1,2,4-triazol-1-yl)propyl]quinazolin-4(3H)-one). Reaction SMILES: [C:1]([C:3]1[CH:12]=[C:11]2[C:6]([C:7](=[O:31])[N:8]([C@H:13]([CH3:30])[C@:14]([C:22]3[CH:27]=[CH:26][C:25]([F:28])=[CH:24][C:23]=3[F:29])([OH:21])[CH2:15][N:16]3[CH:20]=[N:19][CH:18]=[N:17]3)[CH:9]=[N:10]2)=[CH:5][CH:4]=1)#[N:2].S(N)(N)(=O)=[O:33]>CO.C(Cl)(Cl)Cl>[NH2:2][C:1]([C:3]1[CH:12]=[C:11]2[C:6]([C:7](=[O:31])[N:8]([C@H:13]([CH3:30])[C@:14]([C:22]3[CH:27]=[CH:26][C:25]([F:28])=[CH:24][C:23]=3[F:29])([OH:21])[CH2:15][N:16]3[CH:20]=[N:19][CH:18]=[N:17]3)[CH:9]=[N:10]2)=[CH:5][CH:4]=1)=[O:33]. Reported procedure: A solution of (1R,2R)-7-cyano-3-[2-(2,4-difluorophenyl)-2-hydroxy-1-methyl-3-(1H-1,2,4-triazol-1-yl)propyl]quinazolin-4(3H)-one (obtained in example 2, 500 mg, 1.2 mmol) in MeOH (5 mL) and CHCl3 (5 mL) was cooled to 0° C. and HCl gas was bubbled until saturation (1.5 h). The mixture was allowed to stand at 0° C. overnight and was then concentrated and the residue was slowly added to aqueous K2CO3 solution (2.5 g). The yellowish precipitate formed was filtered, dried, taken up in methanol and all... Reactants: C(#N)C1=CC=C(C=C1)CCC(CC1=CC=C(C(=O)OC)C=C1)\C=C\C1=C(C=CC=C1)OC (methyl 4-[(3E)-2-[2-(4-cyanophenyl)ethyl]-4-(2-methoxyphenyl)but-3-en-1-yl]benzoate), [OH-].[Li+] (lithium hydroxide). Run in C1CCOC1 (THF), O (water), C(C)OCC (diethyl ether), O (water). Reaction conditions: temperature 50 celsius, time 12 hour. Yields the product C(#N)C1=CC=C(C=C1)CCC(CC1=CC=C(C(=O)O)C=C1)\C=C\C1=C(C=CC=C1)OC (4-[(3E)-2-[2-(4-Cyanophenyl)ethyl]-4-(2-methoxyphenyl)but-3-en-1-yl]benzoic Acid). As a reaction SMILES: [C:1]([C:3]1[CH:8]=[CH:7][C:6]([CH2:9][CH2:10][CH:11](/[CH:23]=[CH:24]/[C:25]2[CH:30]=[CH:29][CH:28]=[CH:27][C:26]=2[O:31][CH3:32])[CH2:12][C:13]2[CH:22]=[CH:21][C:16]([C:17]([O:19]C)=[O:18])=[CH:15][CH:14]=2)=[CH:5][CH:4]=1)#[N:2].[OH-].[Li+]>C1COCC1.O.C(OCC)C>[C:1]([C:3]1[CH:4]=[CH:5][C:6]([CH2:9][CH2:10][CH:11](/[CH:23]=[CH:24]/[C:25]2[CH:30]=[CH:29][CH:28]=[CH:27][C:26]=2[O:31][CH3:32])[CH2:12][C:13]2[CH:22]=[CH:21][C:16]([C:17]([OH:19])=[O:18])=[CH:15][CH:14]=2)=[CH:7][CH:8]=1)#[N:2] |f:1.2|. Procedure: A solution of 744 mg (1.75 mmol) of methyl 4-[(3E)-2-[2-(4-cyanophenyl)ethyl]-4-(2-methoxyphenyl)but-3-en-1-yl]benzoate in 24 ml of THF and 24 ml of water is mixed with 84 mg (3.5 mmol) of lithium hydroxide and stirred at 50° C. for 12 h. After conversion is complete, the reaction solution is diluted with diethyl ether and water, and the phases are separated. The aqueous phase is acidified with 1 M hydrochloric acid and extracted with diethyl ether. The resulting organic phase is washed with sod...